From a dataset of the Open Reaction Database (ORD), a public repository of structured organic reaction records. describe an organic reaction: reactants, conditions, products, and yield The solvent is O1CCOCC1 (dioxane). Procedure: 1.54 ml of a 4N solution of hydrochloric acid in dioxane are added dropwise using a dropping funnel to a 25 ml round-bottomed flask comprising 0.552 g of tert-butyl 4-(pyridin-4-yl)piperidine-1-carboxylate. Stirring is maintained for 1 hour. The product is subsequently concentrated under vacuum and then treated with a 1N aqueous sodium hydroxide solution. The aqueous phase is extracted 3 times with dichloromethane. The organic phase is dried over sodium sulfate and concentrated under reduced pre... The reactants are solution, Cl (hydrochloric acid), N1=CC=C(C=C1)C1CCN(CC1)C(=O)OC(C)(C)C (tert-butyl 4-(pyridin-4-yl)piperidine-1-carboxylate). The product is N1CCC(CC1)C1=CC=NC=C1 (4-(piperidin-4-yl)pyridine). Yield: 99.9%. As a reaction SMILES: Cl.[N:2]1[CH:7]=[CH:6][C:5]([CH:8]2[CH2:13][CH2:12][N:11](C(OC(C)(C)C)=O)[CH2:10][CH2:9]2)=[CH:4][CH:3]=1>O1CCOCC1>[NH:11]1[CH2:12][CH2:13][CH:8]([C:5]2[CH:4]=[CH:3][N:2]=[CH:7][CH:6]=2)[CH2:9][CH2:10]1. The reactants are C(CCCC)(=O)C1=CC=C(C=C1)C1=CC=CC=C1 (4-n-pentanoylbiphenyl), [OH-].[K+] (potassium hydroxide), three, O.NN (hydrazine hydrate). The solvent is C(COCCO)O (diethylene glycol). Run at temperature 50 celsius. Yields the product C(CCCC)C1=CC=C(C=C1)C1=CC=CC=C1 (4-n-pentylbiphenyl). Isolated yield 70.0%. RXN SMILES: [C:1]([C:7]1[CH:12]=[CH:11][C:10]([C:13]2[CH:18]=[CH:17][CH:16]=[CH:15][CH:14]=2)=[CH:9][CH:8]=1)(=O)[CH2:2][CH2:3][CH2:4][CH3:5].[OH-].[K+].O.NN>C(O)COCCO>[CH2:1]([C:7]1[CH:12]=[CH:11][C:10]([C:13]2[CH:14]=[CH:15][CH:16]=[CH:17][CH:18]=2)=[CH:9][CH:8]=1)[CH2:2][CH2:3][CH2:4][CH3:5] |f:1.2,3.4|. Procedure: Thousand gram of 4-n-pentanoylbiphenyl, 2 l of diethylene glycol and 564 g of potassium hydroxide were introduced into a 5 l three neck flask and warmed with stirring to give a uniform solution at about 80° C, which was then cooled to about 50° C, followed by adding 738 ml of hydrazine hydrate, heating with stirring, distilling off low boiling fractions (mainly water) until the temperature of the reaction mixture reached 185° C, heating under reflux at 185°-190° C for 4 hours, cooling to room te... Starting materials: [Cl-].CC1=CSC2=[N+](C3=C(N21)C=CC=C3)CC3=CC=C(C=C3)[N+](=O)[O-] (3-methyl-9-(4-nitrobenzyl)[1,3]thiazolo[3,2-a]benzimidazol-9-ium chloride), C[O-].[Na+] (NaOMe). The solvent is CO (methanol). The product is CS\C=C(\C)/N1C(N(C2=C1C=CC=C2)CC2=CC=C(C=C2)[N+](=O)[O-])=O (1-[(1Z)-1-(methylsulfanyl)prop-1-en-2-yl]-3-(4-nitrobenzyl)-1,3-dihydro-2H-benzimidazol-2-one). Isolated yield 87.5%. As a reaction SMILES: [Cl-].[CH3:2][C:3]1[N:10]2[C:6](=[N+:7]([CH2:15][C:16]3[CH:21]=[CH:20][C:19]([N+:22]([O-:24])=[O:23])=[CH:18][CH:17]=3)[C:8]3[CH:14]=[CH:13][CH:12]=[CH:11][C:9]=32)[S:5][CH:4]=1.[CH3:25][O-:26].[Na+]>CO>[CH3:6][S:5]/[CH:4]=[C:3](\[N:10]1[C:9]2[CH:11]=[CH:12][CH:13]=[CH:14][C:8]=2[N:7]([CH2:15][C:16]2[CH:17]=[CH:18][C:19]([N+:22]([O-:24])=[O:23])=[CH:20][CH:21]=2)[C:25]1=[O:26])/[CH3:2] |f:0.1,2.3|. Procedure details: 163 mg of 3-methyl-9-(4-nitrobenzyl)[1,3]thiazolo[3,2-a]benzimidazol-9-ium chloride (0.450 mmol) were solubilised in methanol (30 mL), then 122 mg (5 eq) of NaOMe were added and the solution stirred at room temperature. After 48 h the solvent was evaporated, water was added (20 mL) and the mixture extracted with CH2Cl2 (3×20 mL). The organic layer was dried with MgSO4 and evaporated under reduced pressure to afford 1-[(1Z)-1-(methylsulfanyl)prop-1-en-2-yl]-3-(4-nitrobenzyl)-1,3-dihydro-2H-benzim... Reactants: C(CCC)C1=NC2=C(N1CC1=CC=C(C=C1)C=1C(=CC=CC1)C(=O)OC(C)(C)C)C(=CC=C2C)OCCCCN2C=NC1=C2C=CC=C1 (tert.-butyl 4'-[[2-n-butyl-7-[4-(benzimidazol-1-yl)-butyloxy]-4-methyl-benzimidazol-1-yl]-methyl]-biphenyl-2-carboxylate), FC(C(=O)O)(F)F (trifluoroacetic acid). The solvent is C(Cl)Cl (methylene chloride). Product: C(CCC)C1=NC2=C(N1CC1=CC=C(C=C1)C=1C(=CC=CC1)C(=O)O)C(=CC=C2C)OCCCCN2C=NC1=C2C=CC=C1 (4'-[[2-n-Butyl-7-[4-(benzimidazol-1-yl)-butyloxy]-4-methyl-benzimidazol-1-yl]-methyl]-biphenyl-2-carboxylic acid). RXN SMILES: [CH2:1]([C:5]1[N:9]([CH2:10][C:11]2[CH:16]=[CH:15][C:14]([C:17]3[C:18]([C:23]([O:25]C(C)(C)C)=[O:24])=[CH:19][CH:20]=[CH:21][CH:22]=3)=[CH:13][CH:12]=2)[C:8]2[C:30]([O:35][CH2:36][CH2:37][CH2:38][CH2:39][N:40]3[C:44]4[CH:45]=[CH:46][CH:47]=[CH:48][C:43]=4[N:42]=[CH:41]3)=[CH:31][CH:32]=[C:33]([CH3:34])[C:7]=2[N:6]=1)[CH2:2][CH2:3][CH3:4].FC(F)(F)C(O)=O>C(Cl)Cl>[CH2:1]([C:5]1[N:9]([CH2:10][C:11]2[CH:12]=[CH:13][C:14]([C:17]3[C:18]([C:23]([OH:25])=[O:24])=[CH:19][CH:20]=[CH:21][CH:22]=3)=[CH:15][CH:16]=2)[C:8]2[C:30]([O:35][CH2:36][CH2:37][CH2:38][CH2:39][N:40]3[C:44]4[CH:45]=[CH:46][CH:47]=[CH:48][C:43]=4[N:42]=[CH:41]3)=[CH:31][CH:32]=[C:33]([CH3:34])[C:7]=2[N:6]=1)[CH2:2][CH2:3][CH3:4]. Procedure: Prepared analogously to Example 1 from tert.-butyl 4'-[[2-n-butyl-7-[4-(benzimidazol-1-yl)-butyloxy]-4-methyl-benzimidazol-1-yl]-methyl]-biphenyl-2-carboxylate and trifluoroacetic acid in methylene chloride. Reactants: Cl (hydrochloric acid), O (water), product, C(CCCCCCCCCCC)(=O)C1=C(C=C(O)C=C1)O (4-Dodecanoyl resorcinol), Cl (hydrochloric acid), Cl (hydrochloric acid), zinc amalgam. Reagents/catalysts: [Zn] (zinc), [Hg](Cl)Cl (mercury (II) chloride). Solvent: C(C)(=O)O (acetic acid), C(Cl)(Cl)Cl (chloroform). Product: C(CCCCCCCCCCC)C1=C(C=C(O)C=C1)O (4-Dodecyl resorcinol). As a reaction SMILES: [C:1]([C:14]1[CH:20]=[CH:19][C:17]([OH:18])=[CH:16][C:15]=1[OH:21])(=O)[CH2:2][CH2:3][CH2:4][CH2:5][CH2:6][CH2:7][CH2:8][CH2:9][CH2:10][CH2:11][CH3:12].Cl.O>C(O)(=O)C.C(Cl)(Cl)Cl.[Zn].[Hg](Cl)Cl>[CH2:1]([C:14]1[CH:20]=[CH:19][C:17]([OH:18])=[CH:16][C:15]=1[OH:21])[CH2:2][CH2:3][CH2:4][CH2:5][CH2:6][CH2:7][CH2:8][CH2:9][CH2:10][CH2:11][CH3:12]. Procedure: 29.2 g of the product from (i) in 200 ml of acetic acid was added to 300 ml of 6 M hydrochloric acid to give a fine precipitate. To this was assed a zinc amalgam (made by intimately mixing 60 g of zinc, 6 g of mercury (II) chloride, 5 ml of conc. hydrochloric acid and 90 ml of water over 20 minutes. The mixture was heated at reflux for 5 hours; three further portions of 60 ml of conc. hydrochloric acid being added. After cooling, the filtered solids were taken up in chloroform, refiltered, and w... Reactants: [N+](=O)([O-])C=1C=C(C=CC1)C(=O)NS(=O)(=O)C(C)C (3-Nitro-N-(2-propylsulfonyl)phenylcarboxamide). The reagents and catalysts are [Pd] (palladium/carbon). Run in C(C)O (ethanol). Conditions: time 15 minute. Yields the product NC=1C=C(C=CC1)C(=O)NS(=O)(=O)C(C)C (3-Amino-N-(2-propylsulfonyl)phenylcarboxamide). Yield: 57.5%. Reaction SMILES: [N+:1]([C:4]1[CH:5]=[C:6]([C:10]([NH:12][S:13]([CH:16]([CH3:18])[CH3:17])(=[O:15])=[O:14])=[O:11])[CH:7]=[CH:8][CH:9]=1)([O-])=O>C(O)C.[Pd]>[NH2:1][C:4]1[CH:5]=[C:6]([C:10]([NH:12][S:13]([CH:16]([CH3:18])[CH3:17])(=[O:15])=[O:14])=[O:11])[CH:7]=[CH:8][CH:9]=1. Reported procedure: 3-Nitro-N-(2-propylsulfonyl)phenylcarboxamide (0.6 g) was dissolved in 30 ml of ethanol, treated with 300 mg of 10% palladium/carbon catalyst, and hydrogenated on a Parr apparatus at 30 psi for 15 minutes. The reaction mixture was filtered through Celite and concentrated to give the title compound (307 mg) as a solid. The reactants are C(C)(C)(C)C1=CC(=C(C=C1Cl)C=1N([C@@H]([C@@H](N1)C1=CC=C(C=C1)Cl)C1=CC=C(C=C1)Cl)C(=O)Cl)OCC ((4S,5R)-2-(4-tert-butyl-5-chloro-2-ethoxy-phenyl)-4,5-bis-(4-chloro-phenyl)-4,5-dihydro-imidazole-1-carbonyl chloride), N1(CCOCC1)C(CN1CCNCC1)=O (1-morpholin-4-yl-2-piperazin-1-yl-ethanone). The product is Cl.C(C)(C)(C)C1=CC(=C(C=C1Cl)C=1N([C@@H]([C@@H](N1)C1=CC=C(C=C1)Cl)C1=CC=C(C=C1)Cl)C(=O)N1CCN(CC1)CC(=O)N1CCOCC1)OCC (2-{4-[(4S,5R)-2-(4-tert-Butyl-5-chloro-2-ethoxy-phenyl)-4,5-bis-(4-chloro-phenyl)-4,5-dihydro-imidazole-1-carbonyl]-piperazin-1-yl}-1-morpholin-4-yl-ethanone hydrochloride). As a reaction SMILES: [C:1]([C:5]1[C:10]([Cl:11])=[CH:9][C:8]([C:12]2[N:13]([C:31](Cl)=[O:32])[C@H:14]([C:24]3[CH:29]=[CH:28][C:27]([Cl:30])=[CH:26][CH:25]=3)[C@H:15]([C:17]3[CH:22]=[CH:21][C:20]([Cl:23])=[CH:19][CH:18]=3)[N:16]=2)=[C:7]([O:34][CH2:35][CH3:36])[CH:6]=1)([CH3:4])([CH3:3])[CH3:2].[N:37]1([C:43](=[O:51])[CH2:44][N:45]2[CH2:50][CH2:49][NH:48][CH2:47][CH2:46]2)[CH2:42][CH2:41][O:40][CH2:39][CH2:38]1>>[ClH:11].[C:1]([C:5]1[C:10]([Cl:11])=[CH:9][C:8]([C:12]2[N:13]([C:31]([N:48]3[CH2:47][CH2:46][N:45]([CH2:44][C:43]([N:37]4[CH2:38][CH2:39][O:40][CH2:41][CH2:42]4)=[O:51])[CH2:50][CH2:49]3)=[O:32])[C@H:14]([C:24]3[CH:25]=[CH:26][C:27]([Cl:30])=[CH:28][CH:29]=3)[C@H:15]([C:17]3[CH:18]=[CH:19][C:20]([Cl:23])=[CH:21][CH:22]=3)[N:16]=2)=[C:7]([O:34][CH2:35][CH3:36])[CH:6]=1)([CH3:4])([CH3:2])[CH3:3] |f:2.3|. Procedure details: 2-{4-[(4S,5R)-2-(4-tert-Butyl-5-chloro-2-ethoxy-phenyl)-4,5-bis-(4-chloro-phenyl)-4,5-dihydro-imidazole-1-carbonyl]-piperazin-1-yl}-1-morpholin-4-yl-ethanone hydrochloride was prepared from (4S,5R)-2-(4-tert-butyl-5-chloro-2-ethoxy-phenyl)-4,5-bis-(4-chloro-phenyl)-4,5-dihydro-imidazole-1-carbonyl chloride (example 12h) and 1-morpholin-4-yl-2-piperazin-1-yl-ethanone (Oakwood Products) in an analogous manner as described in example 25. LR-MS: 742.4 [(M+H)+] The reactants are C1CNCCN1, CCC(N)=O, CCC(=O)N1CCN(C(=O)Cl)CC1, I, Cc1ccccc1C. Yields the product Cl, CCC(=O)N1CCNCC1. RXN SMILES: [CH2:14]1[NH:15][CH2:16][CH2:17][NH:18][CH2:19]1.[CH3:20][CH2:21][C:22](=[O:23])[NH2:24].[Cl:1][C:2](=[O:3])[N:4]1[CH2:5][CH2:6][N:7]([C:10]([CH2:11][CH3:12])=[O:13])[CH2:8][CH2:9]1.[I:25].[c:26]1([CH3:27])[c:28]([CH3:29])[cH:30][cH:31][cH:32][cH:33]1>>[ClH:1].[NH:4]1[CH2:5][CH2:6][N:7]([C:10]([CH2:11][CH3:12])=[O:13])[CH2:8][CH2:9]1. The reactants are [N+](=O)([O-])C1=CC2=C(NC(S2)=O)C=C1 (6-nitro-2-benzothiazolinone). Reagents/catalysts: [Pd] (Pd/C). Run in CCOC(=O)C (EtOAc). Product: NC1=CC2=C(NC(S2)=O)C=C1 (6-amino-2-benzothiazolinone). The yield is 96.3%. Reaction SMILES: [N+:1]([C:4]1[CH:13]=[CH:12][C:7]2[NH:8][C:9](=[O:11])[S:10][C:6]=2[CH:5]=1)([O-])=O>CCOC(C)=O.[Pd]>[NH2:1][C:4]1[CH:13]=[CH:12][C:7]2[NH:8][C:9](=[O:11])[S:10][C:6]=2[CH:5]=1. Procedure details: A solution of 6-nitro-2-benzothiazolinone (98 mg, 0.50 mmol) in 20 ml of EtOAc with 10% Pd/C (˜20 mg) was stirred under H2 balloon for 4 h. The reaction mixture was filtered through celite eluting with EtOAc, concentrated under reduced pressure to give 80 mg of 6-amino-2-benzothiazolinone.